From a dataset of the Open Reaction Database (ORD), a public repository of structured organic reaction records. describe an organic reaction: reactants, conditions, products, and yield The reactants are CC1S[C@H]2N(C(=C1)C(=O)OCC(Cl)(Cl)Cl)C(C2NC(CC)=S)=O (2,2,2-Trichloroethyl 2-methyl-7-(2-methylthioacetamido)-3-cephem-4-carboxylate), C(C)(=O)O (acetic acid). The reagents and catalysts are [Zn] (zinc), [Zn] (zinc). The solvent is CN(C=O)C (dimethylformamide). Reaction conditions: time 1 hour. Yields the product CC1S[C@H]2N(C(=C1)C(=O)O)C(C2NC(CC)=S)=O (2-methyl-7-(2-methylthioacetamido)-3-cephem-4-carboxylic acid). The yield is 88.1%. RXN SMILES: [CH3:1][CH:2]1[CH:7]=[C:6]([C:8]([O:10]CC(Cl)(Cl)Cl)=[O:9])[N:5]2[C:16](=[O:23])[CH:17]([NH:18][C:19](=[S:22])[CH2:20][CH3:21])[C@H:4]2[S:3]1.C(O)(=O)C>[Zn].CN(C)C=O>[CH3:1][CH:2]1[CH:7]=[C:6]([C:8]([OH:10])=[O:9])[N:5]2[C:16](=[O:23])[CH:17]([NH:18][C:19](=[S:22])[CH2:20][CH3:21])[C@H:4]2[S:3]1. Procedure: 2,2,2-Trichloroethyl 2-methyl-7-(2-methylthioacetamido)-3-cephem-4-carboxylate (0.48 g), glacial acetic acid (0.48 ml) and zinc powder (0.48 g) were added to anhydrous dimethylformamide (5 ml), and the mixture was stirred for 1 hour under ice-cooling. After the reaction, zinc powder was filtered off. The filtrate was poured into a mixture of 3% hydrochloric acid (10 ml) and ethyl acetate (10 ml), and the ethyl acetate layer was separated. The aqueous layer was further extracted three times with ... Run in C1(=CC=CC=C1)C (toluene). Yields the product C1C(CCCCCC)O1 (octene oxide). Yield: 35.0%. Procedure: A mechanically stirred suspension of immobilized C. antarctica lipase (100 mg, according to example 1) in toluene (13.5 ml), 1-octene (1.5 ml, 9.54 mmol) and myristic acid (0.22 g, 0.95 mmol) was heated to 50° C. To this mixture hydrogen peroxide (0.8 ml, 60% (w/v)) was added in four equal portions after 0, 1.5, 3 and 4.5 hours (14 mmol in all). After 24 hours 35% octene oxide was formed as determined by gas chromatography. As a reaction SMILES: C=CCCCCCC.[C:9]([OH:24])(=O)[CH2:10][CH2:11][CH2:12][CH2:13][CH2:14][CH2:15][CH2:16]CCCCCC.OO>C1(C)C=CC=CC=1>[CH2:9]1[O:24][CH:10]1[CH2:11][CH2:12][CH2:13][CH2:14][CH2:15][CH3:16]. The reactants are C=CCCCCCC (1-octene), C(CCCCCCCCCCCCC)(=O)O (myristic acid), OO (hydrogen peroxide). As a reaction SMILES: [Br:24][CH2:25][CH2:26][CH2:27][CH2:28][CH2:29][CH2:30][Br:31].[CH2:1]([CH2:2][CH2:3][CH2:4][CH2:5][CH2:6][CH2:7][CH2:8][CH2:9][CH2:10][CH2:11][CH2:12][CH2:13][CH2:14][CH2:15][CH2:16][CH2:17][CH3:18])[O:19][CH2:20][CH2:21][CH2:22][OH:23].[CH3:35][CH2:36][CH2:37][CH2:38][CH2:39][CH2:40][CH2:41][CH2:42][CH2:43][CH2:44][CH2:45][CH2:46][CH2:47][CH2:48][CH2:49][CH2:50][N+:51]([CH3:52])([CH3:53])[CH3:54].[CH3:55][c:56]1[cH:57][cH:58][cH:59][cH:60][cH:61]1.[Cl-:34].[Na+:33].[OH-:32]>>[CH2:1]([CH2:2][CH2:3][CH2:4][CH2:5][CH2:6][CH2:7][CH2:8][CH2:9][CH2:10][CH2:11][CH2:12][CH2:13][CH2:14][CH2:15][CH2:16][CH2:17][CH3:18])[O:19][CH2:20][CH2:21][CH2:22][O:23][CH2:30][CH2:29][CH2:28][CH2:27][CH2:26][CH2:25][Br:24]. The product is CCCCCCCCCCCCCCCCCCOCCCOCCCCCCBr. Reactants: BrCCCCCCBr, CCCCCCCCCCCCCCCCCCOCCCO, CCCCCCCCCCCCCCCC[N+](C)(C)C, Cc1ccccc1, [Cl-], [Na+], [OH-]. The reactants are FC1=CC=C(C(C(=O)OC)=C1)O (methyl 5-fluorosalicylate), [H-].[Na+] (sodium hydride), CN(C(=S)Cl)C (dimethylthiocarbamoyl chloride), [H][H] (hydrogen). Run in CN(C=O)C (N,N-dimethylformamide), O (water). Conditions: temperature 80 celsius, time 1 hour. The product is CN(C(OC1=C(C=C(C=C1)F)C(=O)OC)=S)C (O-2-carbomethoxy-4-fluorophenyl dimethylthiocarbamate). The yield is 53.2%. RXN SMILES: [F:1][C:2]1[CH:11]=[C:6]([C:7]([O:9][CH3:10])=[O:8])[C:5]([OH:12])=[CH:4][CH:3]=1.[H-].[Na+].[H][H].[CH3:17][N:18]([CH3:22])[C:19](Cl)=[S:20]>CN(C)C=O.O>[CH3:17][N:18]([CH3:22])[C:19](=[S:20])[O:12][C:5]1[CH:4]=[CH:3][C:2]([F:1])=[CH:11][C:6]=1[C:7]([O:9][CH3:10])=[O:8] |f:1.2|. Procedure: To a solution of methyl 5-fluorosalicylate (3.93 g, 23.1 mmol) in dry N,N-dimethylformamide (30 ml) was added sodium hydride (1.1 g, 50% oil dispersion). After hydrogen gas evolution had ceased, the mixture was cooled in an ice-bath, and dimethylthiocarbamoyl chloride (3.71 g, 30.0 mmol) was added. The mixture was stirred at 80° C. for one hour, cooled, and poured into water (100 ml). The product was extracted with diethyl ether (2×), and the combined organic extracts were washed with water, 5% ... Reactants: CN1CCN(CC1)CN1CCN(CC1)C (bis(4-methylpiperazino)methane), C(C)(=O)Cl (acetyl chloride). Solvent: CCOCC (ether). Run at time 0.5 hour. Product: [Cl-].CN1CC[N+](CC1)=C (4-methyl-1-methylenepiperazinium chloride). As a reaction SMILES: [CH3:1][N:2]1[CH2:7][CH2:6][N:5]([CH2:8]N2CCN(C)CC2)[CH2:4][CH2:3]1.C([Cl:19])(=O)C>CCOCC>[Cl-:19].[CH3:8][N:5]1[CH2:6][CH2:7][N+:2](=[CH2:1])[CH2:3][CH2:4]1 |f:3.4|. Reported procedure: to bis(4-methylpiperazino)methane in ether is added an equimolecular amount of acetyl chloride. After stirring for 1/2 hour, the colorless solid which separates is recovered by filtration providing 4-methyl-1-methylenepiperazinium chloride which is used in the next example. Starting materials: CO, CC#N, C[Si](C)(C)I, [Na+], [Na+], COCC(C)Oc1cc(Oc2ccc3c(c2)OCCCS3(=O)=O)cc(C(=O)Nc2cnc(C)cn2)c1, O=S([O-])([O-])=S. Yields the product Cc1cnc(NC(=O)c2cc(Oc3ccc4c(c3)OCCCS4(=O)=O)cc(OC(C)CO)c2)cn1. RXN SMILES: [CH3:42][OH:43].[CH3:51][C:52]#[N:53].[I:1][Si:2]([CH3:3])([CH3:4])[CH3:5].[Na+:49].[Na+:50].[O:6]=[S:7]1(=[O:41])[CH2:8][CH2:9][CH2:10][O:11][c:12]2[c:13]1[cH:14][cH:15][c:16]([O:18][c:19]1[cH:20][c:21]([C:22](=[O:23])[NH:24][c:25]3[n:26][cH:27][c:28]([CH3:31])[n:29][cH:30]3)[cH:32][c:33]([O:35][CH:36]([CH2:37][O:38][CH3:39])[CH3:40])[cH:34]1)[cH:17]2.[S:44]([O-:45])([O-:46])(=[O:47])=[S:48]>>[O:6]=[S:7]1(=[O:41])[CH2:8][CH2:9][CH2:10][O:11][c:12]2[c:13]1[cH:14][cH:15][c:16]([O:18][c:19]1[cH:20][c:21]([C:22](=[O:23])[NH:24][c:25]3[n:26][cH:27][c:28]([CH3:31])[n:29][cH:30]3)[cH:32][c:33]([O:35][CH:36]([CH2:37][OH:38])[CH3:40])[cH:34]1)[cH:17]2. Starting materials: C(C1=CN=CC=C1)(=O)O (Nicotinic acid), C(C)NCC (diethylamine), C1(=CC=CC=C1)C (toluene), C(CCC)O (n-butanol). Reagents/catalysts: C(CCC)O[Ti](OCCCC)(OCCCC)OCCCC (tetra n-butoxy titanium). Solvent: O (water). Product: CCN(CC)C(=O)C=1C=CC=NC1 (nikethamide). Reaction SMILES: [C:1]([OH:9])(=O)[C:2]1[CH:7]=[CH:6][CH:5]=[N:4][CH:3]=1.[CH2:10]([NH:12][CH2:13][CH3:14])[CH3:11].C1(C)C=CC=CC=1.C(O)CCC>C(O[Ti](OCCCC)(OCCCC)OCCCC)CCC.O>[CH3:11][CH2:10][N:12]([C:1]([C:2]1[CH:7]=[CH:6][CH:5]=[N:4][CH:3]=1)=[O:9])[CH2:13][CH3:14]. Procedure details: Nicotinic acid (0.5 mole), diethylamine (0.5 mole), toluene (35 ml), n-butanol (60 ml) and tetra n-butoxy titanium were heated until all water was removed by azeotropic distillation from the reaction mixture. The volatile solvents were then distilled off and the remaining product fractionally distilled under vacuum to give nikethamide identified both by its boiling point and its infra-red spectrum. Reactants: COC(C1=CN=C(C(=C1)Br)Cl)=O (5-bromo-6-chloro-nicotinic acid methyl ester), COCCO (2-methoxy-ethanol), FC1=CC=C(C=C1)B(O)O (4-fluorophenylboronic acid), N[C@H]1[C@@H](CCCC1)O ((1R,2R)-2-amino-cyclohexanol). Product: FC1=CC=C(C=C1)C=1C(=NC=C(C(=O)N[C@H]2[C@@H](CCCC2)O)C1)OCCOC (5-(4-Fluoro-phenyl)-N-((1R,2R)-2-hydroxy-cyclohexyl)-6-(2-methoxy-ethoxy)-nicotinamide). As a reaction SMILES: CO[C:3](=[O:12])[C:4]1[CH:9]=[C:8](Br)[C:7](Cl)=[N:6][CH:5]=1.[F:13][C:14]1[CH:19]=[CH:18][C:17](B(O)O)=[CH:16][CH:15]=1.[NH2:23][C@@H:24]1[CH2:29][CH2:28][CH2:27][CH2:26][C@H:25]1[OH:30].[CH3:31][O:32][CH2:33][CH2:34][OH:35]>>[F:13][C:14]1[CH:19]=[CH:18][C:17]([C:8]2[C:7]([O:35][CH2:34][CH2:33][O:32][CH3:31])=[N:6][CH:5]=[C:4]([CH:9]=2)[C:3]([NH:23][C@@H:24]2[CH2:29][CH2:28][CH2:27][CH2:26][C@H:25]2[OH:30])=[O:12])=[CH:16][CH:15]=1. Procedure: The title compound was synthesized in analogy to the procedure described for the preparation of Example 23, using 5-bromo-6-chloro-nicotinic acid methyl ester, 2-methoxy-ethanol (commercially available), 4-fluorophenylboronic acid (commercially available) and (1R,2R)-2-amino-cyclohexanol (commercially available) as starting materials. MS (m/e): 389.2 (MH+). The reactants are ClCCCN=CC1=CC(=CC=C1)F (3-chloro-N-(3-fluorobenzylidene)propan-1-amine), [Li] (lithium), C(C)(C)(C)C1=CC=C(C=C1)C1=CC=C(C=C1)C(C)(C)C (4,4′-di-tert-butylbiphenyl). Run in C1CCOC1 (THF). Reaction conditions: temperature -78 celsius, time 2 hour. The product is FC=1C=C(C=CC1)C1NCCC1 (2-(3-fluorophenyl)pyrrolidine). As a reaction SMILES: Cl[CH2:2][CH2:3][CH2:4][N:5]=[CH:6][C:7]1[CH:12]=[CH:11][CH:10]=[C:9]([F:13])[CH:8]=1.[Li].C(C1C=CC(C2C=CC(C(C)(C)C)=CC=2)=CC=1)(C)(C)C>C1COCC1>[F:13][C:9]1[CH:8]=[C:7]([CH:6]2[CH2:2][CH2:3][CH2:4][NH:5]2)[CH:12]=[CH:11][CH:10]=1 |^1:13|. Reported procedure: In step 9-2, 3-chloro-N-(3-fluorobenzylidene)propan-1-amine (9-1) (53 g, 266 mmol) was added at −78° C. to a solution of lithium granules (5.5 g, 800 mmol) and 4,4′-di-tert-butylbiphenyl (5.7 g, 21 mmol) in THF (50 mL) cooled to −78° C. The resulting solution was stirred at −78° C. for 2 hours then quenched with water and the temperature was allowed to rise up to 20° C. The solids were removed by filtration and the mother liquor was reduced using a rotary evaporator. The resulting residue was re... Reactants: CC(C)(C)C(O[SiH](c1ccccc1)c1ccccc1)c1cccc(CCCCCCO)c1, CC#N, CCOC(C)=O, ClC(Cl)(Cl)Cl, O. Yields the product CC(C)(C)C(O[SiH](c1ccccc1)c1ccccc1)c1cccc(CCCCCC(=O)O)c1. Reaction SMILES: [C:1]([CH3:2])([CH3:3])([CH3:4])[CH:5]([c:6]1[cH:7][c:8]([CH2:12][CH2:13][CH2:14][CH2:15][CH2:16][CH2:17][OH:18])[cH:9][cH:10][cH:11]1)[O:19][SiH:20]([c:21]1[cH:22][cH:23][cH:24][cH:25][cH:26]1)[c:27]1[cH:28][cH:29][cH:30][cH:31][cH:32]1.[CH3:39][C:40]#[N:41].[CH3:42][CH2:43][O:44][C:45](=[O:46])[CH3:47].[Cl:33][C:34]([Cl:35])([Cl:36])[Cl:37].[OH2:38]>>[C:1]([CH3:2])([CH3:3])([CH3:4])[CH:5]([c:6]1[cH:7][c:8]([CH2:12][CH2:13][CH2:14][CH2:15][CH2:16][C:17](=[O:18])[OH:38])[cH:9][cH:10][cH:11]1)[O:19][SiH:20]([c:21]1[cH:22][cH:23][cH:24][cH:25][cH:26]1)[c:27]1[cH:28][cH:29][cH:30][cH:31][cH:32]1.